From a dataset of the Open Reaction Database (ORD), a public repository of structured organic reaction records. describe an organic reaction: reactants, conditions, products, and yield The reactants are CCN(CC1COC(C)(C)N1C(=O)OC(C)(C)C)c1ccnc(C(F)(F)F)n1, Cl, C1COCCO1. The product is CCN(CC(N)CO)c1ccnc(C(F)(F)F)n1. Reaction SMILES: [C:1]([O:2][C:3](=[O:7])[N:8]1[C:4]([CH3:5])([CH3:6])[O:10][CH2:11][CH:12]1[CH2:13][N:14]([c:15]1[n:16][c:17]([C:21]([F:22])([F:23])[F:24])[n:18][cH:19][cH:20]1)[CH2:25][CH3:26])([CH3:9])([CH3:27])[CH3:28].[ClH:29].[O:30]1[CH2:31][CH2:32][O:33][CH2:34][CH2:35]1>>[NH2:8][CH:12]([CH2:11][OH:10])[CH2:13][N:14]([c:15]1[n:16][c:17]([C:21]([F:22])([F:23])[F:24])[n:18][cH:19][cH:20]1)[CH2:25][CH3:26]. Reactants: C(C)(C)(C)N1N=CC(=C(C1=O)Cl)O (2-t-butyl-4-chloro-5-hydroxy-3(2H)-pyridazinone), C(C)OCC(OC1=CC=C(CBr)C=C1)C (4-(2-ethoxy-1-methylethoxy)-benzyl bromide), C([O-])([O-])=O.[K+].[K+] (potassium carbonate). Run in CN(C=O)C (N,N-dimethylformamide). Run at time 3 hour. The product is C(C)(C)(C)N1N=CC(=C(C1=O)Cl)OCC1=CC=C(C=C1)OC(COCC)C (2-t-butyl-4-chloro-5-[4-(2-ethoxy-1-methylethoxy)-benzyloxy]-3(2H)-pyridazinone). Isolated yield 38.5%. As a reaction SMILES: [C:1]([N:5]1[C:10](=[O:11])[C:9]([Cl:12])=[C:8]([OH:13])[CH:7]=[N:6]1)([CH3:4])([CH3:3])[CH3:2].[CH2:14]([O:16][CH2:17][CH:18]([CH3:28])[O:19][C:20]1[CH:27]=[CH:26][C:23]([CH2:24]Br)=[CH:22][CH:21]=1)[CH3:15].C(=O)([O-])[O-].[K+].[K+]>CN(C)C=O>[C:1]([N:5]1[C:10](=[O:11])[C:9]([Cl:12])=[C:8]([O:13][CH2:24][C:23]2[CH:22]=[CH:21][C:20]([O:19][CH:18]([CH3:28])[CH2:17][O:16][CH2:14][CH3:15])=[CH:27][CH:26]=2)[CH:7]=[N:6]1)([CH3:4])([CH3:2])[CH3:3] |f:2.3.4|. Procedure: In 30 ml of N,N-dimethylformamide were dissolved 2.0 g of 2-t-butyl-4-chloro-5-hydroxy-3(2H)-pyridazinone and 3.0 g of 4-(2-ethoxy-1-methylethoxy)-benzyl bromide, and then 1.9 g of anhydrous potassium carbonate was added thereto. The mixture was heated under stirring on an oil bath at 80° to 90° C. for 3 hours. Then, procedures similar to those in Preparation Example 2 were carried out to obtain 1.5 g of the aimed product, m.p. 72.3°~73.1° C. Yields the product CS(=O)(=O)NCCC1CCNCC1 (4-(2-methanesulphonamidoethyl)piperidine). The reagents and catalysts are [Pt]=O (platinum oxide). The solvent is C(C)O (ethanol), C(C)O (ethanol). RXN SMILES: [CH3:1][S:2]([NH:5][CH2:6][CH2:7][C:8]1[CH:13]=[CH:12][N:11]=[CH:10][CH:9]=1)(=[O:4])=[O:3].Cl.[H][H]>C(O)C.[Pt]=O>[CH3:1][S:2]([NH:5][CH2:6][CH2:7][CH:8]1[CH2:9][CH2:10][NH:11][CH2:12][CH2:13]1)(=[O:3])=[O:4]. Procedure details: 4-(2-Methanesulphonamidoethyl)pyridine (8.4 g.) in ethanol (85 ml.) was acidified to pH 2 with 2 N HCl and hydrogenated at room temperature and a pressure of 50 p.s.i. over a platinum oxide catalyst until hydrogen uptake ceased. The catalyst was then removed by filtration and the filtrate was taken to dryness in vacuo to give a white solid which was dissolved in the minimum volume of hot ethanol, filtered quickly, and left at room temperature overnight. The resultant white crystals were collecte... Reactants: CS(=O)(=O)NCCC1=CC=NC=C1 (4-(2-Methanesulphonamidoethyl)pyridine), [H][H] (hydrogen), Cl (HCl), 50. Run at time 8 hour. Reactants: 3d, C(C)[C@@H]1CNCCN1 ((3R)-3-ethylpiperazine), S(=O)(=O)(N)N (sulfamide). Run in O1CCOCC1 (dioxane), O1CCOCC1 (dioxane). Yields the product C(C)[C@@H]1CN(CCN1)S(=O)(=O)N ((3R)-3-ethylpiperazine-1-sulfonamide). Reaction SMILES: [CH2:1]([C@H:3]1[NH:8][CH2:7][CH2:6][NH:5][CH2:4]1)[CH3:2].[S:9](N)([NH2:12])(=[O:11])=[O:10]>O1CCOCC1>[CH2:1]([C@H:3]1[NH:8][CH2:7][CH2:6][N:5]([S:9]([NH2:12])(=[O:11])=[O:10])[CH2:4]1)[CH3:2]. Procedure details: To a solution of (3R)-3-ethylpiperazine (0.5 g) in dioxane (10 ml) was added sulfamide (0.373 g) and the reaction mixture was then heated at reflux in dioxane for 3d. The reaction mixture was purified by loading onto SCX and eluting with (200 ml) MeOH/NH3. The eluent was then reduced in vacuo to yield (3R)-3-ethylpiperazine-1-sulfonamide as a white solid. A mixture of (3R)-3-ethylpiperazine-1-sulfonamide (0.260 g), tris(dibenzylideneacetone)dipalladium (0) (50 mg), 2-dicyclohexylphosphino-2′,4′,...